From a dataset of the Open Reaction Database (ORD), a public repository of structured organic reaction records. describe an organic reaction: reactants, conditions, products, and yield The reactants are solution, N(=O)[O-].[Na+] (sodium nitrite), S(=O)(C1=CC=C(C=C1)N)(=O)O (sulfanilic acid). The solvent is O (water), O (water). Run at temperature 60 celsius. The product is C1(=CC=CC=C1)S(=O)(=O)O (Benzenesulfonic Acid). As a reaction SMILES: [S:1]([OH:11])(=[O:10])([C:3]1[CH:8]=[CH:7][C:6](N)=[CH:5][CH:4]=1)=[O:2].N([O-])=O.[Na+]>O>[C:3]1([S:1]([OH:11])(=[O:10])=[O:2])[CH:8]=[CH:7][CH:6]=[CH:5][CH:4]=1 |f:1.2|. Procedure: 1.384 g of sulfanilic acid were mixed with 50 ml of deionized water in a beaker and heated to 60° C. 5 g of SP-3 particles were added to the mixture. 2.76 g of a 20% solution of sodium nitrite in water were added slowly, and the mixture was left to react for 90 minutes. The reaction mixture was filtered and the particles were reslurried and washed with a 1% NaOH solution in water. The particles were refiltered and washed with deionized water, and subsequently washed with ethanol and tetrahydrofu...